From a dataset of the Open Reaction Database (ORD), a public repository of structured organic reaction records. describe an organic reaction: reactants, conditions, products, and yield The reactants are CS(=O)(=O)Cl, O=C(Nc1nc(C=NO)cs1)N(C1CCCCC1)C1CCCCC1, CCN(C(C)C)C(C)C, ClCCl. The product is CS(=O)(=O)C(=NO)c1csc(NC(=O)N(C2CCCCC2)C2CCCCC2)n1. As a reaction SMILES: [CH3:25][S:26](=[O:27])(=[O:28])[Cl:29].[CH:1]1([N:7]([C:8](=[O:9])[NH:10][c:11]2[s:12][cH:13][c:14]([CH:16]=[N:17][OH:18])[n:15]2)[CH:19]2[CH2:20][CH2:21][CH2:22][CH2:23][CH2:24]2)[CH2:2][CH2:3][CH2:4][CH2:5][CH2:6]1.[CH:30]([N:31]([CH2:32][CH3:33])[CH:34]([CH3:35])[CH3:36])([CH3:37])[CH3:38].[Cl:39][CH2:40][Cl:41]>>[CH:1]1([N:7]([C:8](=[O:9])[NH:10][c:11]2[s:12][cH:13][c:14]([C:16](=[N:17][OH:18])[S:26]([CH3:25])(=[O:27])=[O:28])[n:15]2)[CH:19]2[CH2:20][CH2:21][CH2:22][CH2:23][CH2:24]2)[CH2:2][CH2:3][CH2:4][CH2:5][CH2:6]1. Reactants: [Al+3], C1CCOC1, COC(=O)c1nc(C)sc1-c1cccc(C)c1, [H-], [H-], [H-], [H-], [Li+], O. Yields the product Cc1cccc(-c2sc(C)nc2CO)c1. Reaction SMILES: [Al+3:2].[CH2:25]1[O:26][CH2:27][CH2:28][CH2:29]1.[CH3:7][c:8]1[s:9][c:10](-[c:17]2[cH:18][c:19]([CH3:23])[cH:20][cH:21][cH:22]2)[c:11]([C:13](=[O:14])[O:15][CH3:16])[n:12]1.[H-:1].[H-:4].[H-:5].[H-:6].[Li+:3].[OH2:24]>>[CH3:7][c:8]1[s:9][c:10](-[c:17]2[cH:18][c:19]([CH3:23])[cH:20][cH:21][cH:22]2)[c:11]([CH2:13][OH:14])[n:12]1. Starting materials: CCOC(=O)c1cnn(-c2cc(S(=O)(=O)O)ccc2Cl)c1C1CC1, O=P(Cl)(Cl)Cl. Yields the product CCOC(=O)c1cnn(-c2cc(S(=O)(=O)Cl)ccc2Cl)c1C1CC1. RXN SMILES: [CH:1]1([c:4]2[c:5]([C:20](=[O:21])[O:22][CH2:23][CH3:24])[cH:6][n:7][n:8]2-[c:9]2[c:10]([Cl:19])[cH:11][cH:12][c:13]([S:15](=[O:16])(=[O:17])[OH:18])[cH:14]2)[CH2:2][CH2:3]1.[P:25]([Cl:26])([Cl:27])([Cl:28])=[O:29]>>[CH:1]1([c:4]2[c:5]([C:20](=[O:21])[O:22][CH2:23][CH3:24])[cH:6][n:7][n:8]2-[c:9]2[c:10]([Cl:19])[cH:11][cH:12][c:13]([S:15](=[O:16])(=[O:17])[Cl:27])[cH:14]2)[CH2:2][CH2:3]1. Starting materials: Brc1cccc(N2CCNCC2)c1, Cc1ccccc1, [Na+], [Na+], O=C([O-])[O-], O, c1ccc(P(c2ccccc2)(c2ccccc2)[Pd](P(c2ccccc2)(c2ccccc2)c2ccccc2)(P(c2ccccc2)(c2ccccc2)c2ccccc2)P(c2ccccc2)(c2ccccc2)c2ccccc2)cc1, OB(O)c1ccsc1. As a reaction SMILES: [Br:1][c:2]1[cH:3][c:4]([N:8]2[CH2:9][CH2:10][NH:11][CH2:12][CH2:13]2)[cH:5][cH:6][cH:7]1.[CH3:28][c:29]1[cH:30][cH:31][cH:32][cH:33][cH:34]1.[Na+:22].[Na+:23].[O-:24][C:25](=[O:26])[O-:27].[OH2:112].[cH:35]1[cH:36][cH:37][c:38]([P:39]([Pd:40]([P:41]([c:42]2[cH:43][cH:44][cH:45][cH:46][cH:47]2)([c:48]2[cH:49][cH:50][cH:51][cH:52][cH:53]2)[c:54]2[cH:55][cH:56][cH:57][cH:58][cH:59]2)([P:60]([c:61]2[cH:62][cH:63][cH:64][cH:65][cH:66]2)([c:67]2[cH:68][cH:69][cH:70][cH:71][cH:72]2)[c:73]2[cH:74][cH:75][cH:76][cH:77][cH:78]2)[P:79]([c:80]2[cH:81][cH:82][cH:83][cH:84][cH:85]2)([c:86]2[cH:87][cH:88][cH:89][cH:90][cH:91]2)[c:92]2[cH:93][cH:94][cH:95][cH:96][cH:97]2)([c:98]2[cH:99][cH:100][cH:101][cH:102][cH:103]2)[c:104]2[cH:105][cH:106][cH:107][cH:108][cH:109]2)[cH:110][cH:111]1.[s:14]1[cH:15][c:16]([B:19]([OH:20])[OH:21])[cH:17][cH:18]1>>[c:2]1(-[c:16]2[cH:15][s:14][cH:18][cH:17]2)[cH:3][c:4]([N:8]2[CH2:9][CH2:10][NH:11][CH2:12][CH2:13]2)[cH:5][cH:6][cH:7]1. Product: c1cc(-c2ccsc2)cc(N2CCNCC2)c1. Starting materials: COC(=O)c1ccc(C(=O)OC)cc1, CO, NN. The product is COC(=O)c1ccc(C(=O)NN)cc1. RXN SMILES: [C:1]([c:2]1[cH:3][cH:4][c:5]([C:6](=[O:7])[O:8][CH3:9])[cH:10][cH:11]1)(=[O:12])[O:13][CH3:14].[CH3:17][OH:18].[NH2:15][NH2:16]>>[C:1]([c:2]1[cH:3][cH:4][c:5]([C:6](=[O:7])[NH:15][NH2:16])[cH:10][cH:11]1)(=[O:12])[O:13][CH3:14].